From a dataset of the Open Reaction Database (ORD), a public repository of structured organic reaction records. describe an organic reaction: reactants, conditions, products, and yield Reactants: OC1=C(C=C(C=C1)CC#N)OC (4-hydroxy-3-methoxyphenylacetonitrile), C(CCC)Br (n-butyl bromide), C([O-])([O-])=O.[K+].[K+] (potassium carbonate). The solvent is CC(=O)C (acetone), C(C)OCC (diethyl ether). Yields the product C(CCC)OC1=C(C=C(C=C1)CC#N)OC (4-n-Butoxy-3-methoxyphenylacetonitrile). Yield: 104.7%. As a reaction SMILES: [OH:1][C:2]1[CH:7]=[CH:6][C:5]([CH2:8][C:9]#[N:10])=[CH:4][C:3]=1[O:11][CH3:12].[CH2:13](Br)[CH2:14][CH2:15][CH3:16].C(=O)([O-])[O-].[K+].[K+]>CC(C)=O.C(OCC)C>[CH2:13]([O:1][C:2]1[CH:7]=[CH:6][C:5]([CH2:8][C:9]#[N:10])=[CH:4][C:3]=1[O:11][CH3:12])[CH2:14][CH2:15][CH3:16] |f:2.3.4|. Reported procedure: A mixture of 15 grams 4-hydroxy-3-methoxyphenylacetonitrile (91.91 mmol), 26.40 ml (33.59 grams) n-butyl bromide (245 mmol) and 21.17 grams potassium carbonate (153.2 mmol) in 150 ml acetone was heated to reflux under nitrogen for 18 hours. After cooling to room temperature, the mixture was diluted with diethyl ether and the inorganic salts were removed by filtration and were washed with diethyl ether. The filtrate and wash solutions were evaporated in vacuo to provide 21.11 grams of Compound 10... Run at temperature 0 celsius. The solvent is C(Cl)Cl (methylene chloride), C(Cl)Cl (methylene chloride), C(Cl)Cl (methylene chloride), O (water). The product is ClC1=CN(NC=C1Cl)CCl (4,5-dichloro-2-chloromethylpyridazine). Procedure details: 4,5-dichloripyridazine-3(2H)-one (60 g, 364 mmol) and distilled water 350 mL) were stirred at room temperature for 10 minutes. A formaldehyde solution (36%, 70 mL) were added and refluxed for 1.5 hours. The resulting material was cooled down to 5-10° C., and the produced precipitate was filtered, washed with cold water (0-5° C., 200 mL), and dried in the air to obtain N-hydroxymethyl-4,5-dichloropyridazine-3(2H)-one. A methylene chloride solution (50 mL) of thionyl chloride (357 mmol) and dimeth... As a reaction SMILES: S(Cl)([Cl:3])=O.CN(C)C=O.O[CH2:11][N:12]1[CH:17]=[C:16]([Cl:18])[CH:15]([Cl:19])[C:14](=O)[NH:13]1.C([O-])(O)=O.[Na+]>O.C(Cl)Cl>[Cl:18][C:16]1[C:15]([Cl:19])=[CH:14][NH:13][N:12]([CH2:11][Cl:3])[CH:17]=1 |f:3.4|. Starting materials: S(=O)(Cl)Cl (thionyl chloride), CN(C=O)C (dimethyl formamide), OCN1NC(C(C(=C1)Cl)Cl)=O (N-hydroxymethyl-4,5-dichloropyridazine-3(2H)-one), C(=O)(O)[O-].[Na+] (NaHCO3). Starting materials: COC1=C(C=C(C=O)C=C1)C1=CC=CC=C1 (4-Methoxy-3-phenylbenzaldehyde), FC=1C=C2CC(NC2=CC1)=O (5-fluoro-2-oxindole). The product is FC=1C=C2C(C(NC2=CC1)=O)=CC=1C=C(C(=CC1)OC)C1=CC=CC=C1 (5-fluoro-3-(6-methoxybiphenyl-3-ylmethylene)-1,3-dihydroindol-2-one). As a reaction SMILES: [CH3:1][O:2][C:3]1[CH:10]=[CH:9][C:6]([CH:7]=O)=[CH:5][C:4]=1[C:11]1[CH:16]=[CH:15][CH:14]=[CH:13][CH:12]=1.[F:17][C:18]1[CH:19]=[C:20]2[C:24](=[CH:25][CH:26]=1)[NH:23][C:22](=[O:27])[CH2:21]2>>[F:17][C:18]1[CH:19]=[C:20]2[C:24](=[CH:25][CH:26]=1)[NH:23][C:22](=[O:27])[C:21]2=[CH:7][C:6]1[CH:5]=[C:4]([C:11]2[CH:16]=[CH:15][CH:14]=[CH:13][CH:12]=2)[C:3]([O:2][CH3:1])=[CH:10][CH:9]=1. Procedure: 4-Methoxy-3-phenylbenzaldehyde was condensed with 5-fluoro-2-oxindole to give 0.3 g of 5-fluoro-3-(6-methoxybiphenyl-3-ylmethylene)-1,3-dihydroindol-2-one as a yellow-orange solid. Starting materials: CC(=O)[O-], CCO, O=C1CC(=O)CC(c2ccccc2Cl)C1, [NH4+]. Product: NC1=CC(=O)CC(c2ccccc2Cl)C1. Reaction SMILES: [CH3:17][C:18](=[O:19])[O-:20].[CH3:21][CH2:22][OH:23].[Cl:1][c:2]1[c:3]([CH:8]2[CH2:9][C:10](=[O:15])[CH2:11][C:12](=[O:14])[CH2:13]2)[cH:4][cH:5][cH:6][cH:7]1.[NH4+:16]>>[Cl:1][c:2]1[c:3]([CH:8]2[CH2:9][C:10](=[O:15])[CH:11]=[C:12]([NH2:16])[CH2:13]2)[cH:4][cH:5][cH:6][cH:7]1. The reactants are C(C)C1C(CCC(C(OC(C2CCCCN2C(C(C2(C(CC(C(C(CC(CC(=C1)C)C)OC)O2)OC)C)O)=O)=O)=O)C(=CC2CC(C(CC2)O)OC)C)C)=O (17-ethyl-1-hydroxy-12-[2'-(4"-hydroxy-3"-methoxycyclohexyl)-1'-methylvinyl]-23,25-dimethoxy-13,19,21,27-tetramethyl-11,28-dioxa-4-azatricyclo[22.3.1.04,9 ]octacos-18-ene-2,3,10,16-tetraone), C(C)N(CC)S(F)(F)F (diethylaminosulfur trifluoride), C(C)#N (acetonitrile). The solvent is C1CCOC1 (THF). Yields the product C(C)C1C(CCC(C(OC(C2CCCCN2C(C(C2(C(CC(C(C(CC(CC(=C1)C)C)OC)O2)OC)C)O)=O)=O)=O)C(=CC2CC(C(CC2)F)OC)C)C)=O (17-ethyl-1-hydroxy-12-[2'-(4"-fluoro-3"-methoxycyclohexyl)-1'-methylvinyl]-23,25-dimethoxy-13,19,21,27-tetramethyl-11,28-dioxa-4-azatricyclo-[22.3.1.04,9 ]octacos-18-ene-2,3,10,16-tetraone). RXN SMILES: [CH2:1]([CH:3]1[CH:29]=[C:28]([CH3:30])[CH2:27][CH:26]([CH3:31])[CH2:25][CH:24]([O:32][CH3:33])[CH:23]2[O:34][C:19]([OH:38])([CH:20]([CH3:37])[CH2:21][CH:22]2[O:35][CH3:36])[C:18](=[O:39])[C:17](=[O:40])[N:16]2[CH:11]([CH2:12][CH2:13][CH2:14][CH2:15]2)[C:10](=[O:41])[O:9][CH:8]([C:42]([CH3:53])=[CH:43][CH:44]2[CH2:49][CH2:48][CH:47](O)[CH:46]([O:51][CH3:52])[CH2:45]2)[CH:7]([CH3:54])[CH2:6][CH2:5][C:4]1=[O:55])[CH3:2].C(N(S(F)(F)[F:62])CC)C.C(#N)C>C1COCC1>[CH2:1]([CH:3]1[CH:29]=[C:28]([CH3:30])[CH2:27][CH:26]([CH3:31])[CH2:25][CH:24]([O:32][CH3:33])[CH:23]2[O:34][C:19]([OH:38])([CH:20]([CH3:37])[CH2:21][CH:22]2[O:35][CH3:36])[C:18](=[O:39])[C:17](=[O:40])[N:16]2[CH:11]([CH2:12][CH2:13][CH2:14][CH2:15]2)[C:10](=[O:41])[O:9][CH:8]([C:42]([CH3:53])=[CH:43][CH:44]2[CH2:49][CH2:48][CH:47]([F:62])[CH:46]([O:51][CH3:52])[CH2:45]2)[CH:7]([CH3:54])[CH2:6][CH2:5][C:4]1=[O:55])[CH3:2]. Procedure details: Treatment of 17-ethyl-1-hydroxy-12-[2'-(4"-hydroxy-3"-methoxycyclohexyl)-1'-methylvinyl]-23,25-dimethoxy-13,19,21,27-tetramethyl-11,28-dioxa-4-azatricyclo[22.3.1.04,9 ]octacos-18-ene-2,3,10,16-tetraone with diethylaminosulfur trifluoride (DAST) in THF followed by 48% aqueous HF/acetonitrile as in Example 64 yields 17-ethyl-1-hydroxy-12-[2'-(4"-fluoro-3"-methoxycyclohexyl)-1'-methylvinyl]-23,25-dimethoxy-13,19,21,27-tetramethyl-11,28-dioxa-4-azatricyclo-[22.3.1.04,9 ]octacos-18-ene-2,3,10,16-tetr...